From a dataset of the Open Reaction Database (ORD), a public repository of structured organic reaction records. describe an organic reaction: reactants, conditions, products, and yield The reactants are CC(=O)c1ccc(Br)s1, FC(F)n1ccnc1-c1ccccc1. The reagents and catalysts are CC(C)(C)c1ccc(-c2ccc(C(C)(C)C)cc2)cc1 (4,4'-di-tert-butylbiphenyl), CC(C)(C)C(=O)[O-].[K+] (KOPiv), Cl[Pd]CC=C.C=CC[Pd]Cl ([Pd(allyl)Cl]2), CN(C)c1ccc(P(C2CCCCC2)C2CCCCC2)cc1 (A-caPhos). Solvent: CC(=O)N(C)C (DMA), CC(=O)N(C)C (DMA), CC(=O)N(C)C (DMA). Conditions: temperature 120 celsius, time 24 hour. Product: CC(=O)c1ccc(-c2cnc(-c3ccccc3)n2C(F)F)s1. Isolated yield 7.5%. Reactants: N1CCOCC1 (morpholine), BrC=1C(=NC=CC1)OC1=CC=C(C=C1)N(C(OC(C)(C)C)=O)C1=NC=CC=C1 (tert-butyl 4-(3-bromopyridin-2-yloxy)phenyl(pyridin-2-yl)carbamate), C1(CCCCC1)P(C1=C(C=CC=C1)C1=C(C=CC=C1OC)OC)C1CCCCC1 (2-dicyclohexylphosphino-2′,6′-dimethoxy-1,1′-biphenyl), CC(C)([O-])C.[Na+] (sodium tert-butoxide), crude product. The reagents and catalysts are C(C)(=O)[O-].[Pd+2].C(C)(=O)[O-] (palladium (II) acetate). Solvent: C1(=CC=CC=C1)C (toluene). Reaction conditions: temperature 90 celsius, time 5 minute. Yields the product O1CCN(CC1)C=1C(=NC=CC1)OC1=CC=C(C=C1)NC1=NC=CC=C1 (N-(4-(3-morpholinopyridin-2-yloxy)phenyl)pyridin-2-amine). Reaction SMILES: Br[C:2]1[C:3]([O:8][C:9]2[CH:14]=[CH:13][C:12]([N:15]([C:23]3[CH:28]=[CH:27][CH:26]=[CH:25][N:24]=3)C(=O)OC(C)(C)C)=[CH:11][CH:10]=2)=[N:4][CH:5]=[CH:6][CH:7]=1.C1(P(C2CCCCC2)C2C=CC=CC=2C2C(OC)=CC=CC=2OC)CCCCC1.CC(C)([O-])C.[Na+].[NH:64]1[CH2:69][CH2:68][O:67][CH2:66][CH2:65]1>C1(C)C=CC=CC=1.C([O-])(=O)C.[Pd+2].C([O-])(=O)C>[O:67]1[CH2:68][CH2:69][N:64]([C:2]2[C:3]([O:8][C:9]3[CH:10]=[CH:11][C:12]([NH:15][C:23]4[CH:28]=[CH:27][CH:26]=[CH:25][N:24]=4)=[CH:13][CH:14]=3)=[N:4][CH:5]=[CH:6][CH:7]=2)[CH2:65][CH2:66]1 |f:2.3,6.7.8|. Reported procedure: A microwave reaction vessel was charged with tert-butyl 4-(3-bromopyridin-2-yloxy)phenyl(pyridin-2-yl)carbamate (0.6142 g, 1.39 mmol), palladium (II) acetate (0.0306 g, 0.0833 mmol), 2-dicyclohexylphosphino-2′,6′-dimethoxy-1,1′-biphenyl (0.0932 g, 0.167 mmol), and sodium tert-butoxide (0.5219 g, 4.17 mmol). The vessel was put under vacuum for 5 min. A solution of morpholine (0.316 mL, 2.78 mmol) in toluene was added to the vessel. The reaction was allowed to heat at 90° C. for 10 min. The crude ...